From a dataset of the Open Reaction Database (ORD), a public repository of structured organic reaction records. describe an organic reaction: reactants, conditions, products, and yield Starting materials: C(C)C=1C=NC(=NC1)N1CCC(CC1)N1C([C@H](CCC1)N(C(OCC1=CC=CC=C1)=O)C)=O ((S)-benzyl 1′-(5-ethylpyrimidin-2-yl)-2-oxo-1,4′-bipiperidin-3-yl(methyl)carbamate). Reagents/catalysts: [Pd] (Pd/C). The solvent is CO (methanol). Run at time 8 hour. Yields the product C(C)C=1C=NC(=NC1)N1CCC(CC1)N1C([C@H](CCC1)NC)=O ((S)-1′-(5-ethylpyrimidin-2-yl)-3-(methylamino)-1,4′-bipiperidin-2-one). The yield is 59.1%. Reaction SMILES: [CH2:1]([C:3]1[CH:4]=[N:5][C:6]([N:9]2[CH2:14][CH2:13][CH:12]([N:15]3[CH2:20][CH2:19][CH2:18][C@H:17]([N:21](C)[C:22](=O)OCC4C=CC=CC=4)[C:16]3=[O:33])[CH2:11][CH2:10]2)=[N:7][CH:8]=1)[CH3:2]>CO.[Pd]>[CH2:1]([C:3]1[CH:4]=[N:5][C:6]([N:9]2[CH2:10][CH2:11][CH:12]([N:15]3[CH2:20][CH2:19][CH2:18][C@H:17]([NH:21][CH3:22])[C:16]3=[O:33])[CH2:13][CH2:14]2)=[N:7][CH:8]=1)[CH3:2]. Procedure details: (S)-benzyl 1′-(5-ethylpyrimidin-2-yl)-2-oxo-1,4′-bipiperidin-3-yl(methyl)carbamate (0.100 g, 0.22 mmol) was dissolved in methanol (5 mL). 10% Pd/C (10 mg) was added and the reaction mixture was stirred under hydrogen balloon pressure overnight. The reaction was filtered and concentrated and purified over silica gel (100% EtOAc) to afford (S)-1′-(5-ethylpyrimidin-2-yl)-3-(methylamino)-1,4′-bipiperidin-2-one (40 mg, 0.13 mmol, 57% yield). Reactants: C(C1=CC=CC=C1)C1C(CC2=CC=C(C=C12)O)NC(OCC)=O (ethyl 1-benzyl-6-hydroxy-2,3-dihydro-1H-inden-2-ylcarbamate), C([O-])([O-])=O.[Cs+].[Cs+] (caesium carbonate), BrCCNC(OC(C)(C)C)=O (tert-butyl 2-bromoethylcarbamate). Run in ClCCl (dichloromethane), C(C)#N (acetonitrile), C(C)#N (acetonitrile), C(C)#N (acetonitrile). Reaction conditions: temperature 80 celsius, time 1 hour. Product: NCCOC1=CC=C2CC(C(C2=C1)CC1=CC=CC=C1)NC(OCC)=O (Ethyl 6-(2-aminoethoxy)-1-benzyl-2,3-dihydro-1H-inden-2-ylcarbamate). As a reaction SMILES: [CH2:1]([CH:8]1[C:16]2[C:11](=[CH:12][CH:13]=[C:14]([OH:17])[CH:15]=2)[CH2:10][CH:9]1[NH:18][C:19](=[O:23])[O:20][CH2:21][CH3:22])[C:2]1[CH:7]=[CH:6][CH:5]=[CH:4][CH:3]=1.C(=O)([O-])[O-].[Cs+].[Cs+].Br[CH2:31][CH2:32][NH:33]C(=O)OC(C)(C)C>C(#N)C.ClCCl>[NH2:33][CH2:32][CH2:31][O:17][C:14]1[CH:15]=[C:16]2[C:11]([CH2:10][CH:9]([NH:18][C:19](=[O:23])[O:20][CH2:21][CH3:22])[CH:8]2[CH2:1][C:2]2[CH:7]=[CH:6][CH:5]=[CH:4][CH:3]=2)=[CH:12][CH:13]=1 |f:1.2.3|. Reported procedure: A suspension of ethyl 1-benzyl-6-hydroxy-2,3-dihydro-1H-inden-2-ylcarbamate (620 mg, 1.991 mmol) and caesium carbonate (1298 mg, 3.98 mmol) in acetonitrile (15 ml) was stirred at 80° C. under argon for 1 h, cooled down to 50° C. and tert-butyl 2-bromoethylcarbamate (669 mg, 2.99 mmol) dissolved in acetonitrile was slowly added. Stirred at 80° C. for 2 h. Evaporated acetonitrile, re-dissolved in dichloromethane, washed with water, co-extracted aqueous layer twice with dichloromethane and the comb... Starting materials: BrC1=C2C=CC=CC2=C(C=2C3=C(SC21)C=CC=C3)C=3C=C(C=CC3)OC(C)=O (Acetic acid 3-(6-Bromo-benzo[b]naphtho[2,3-d]thiophen-11-yl)-phenyl ester), 406, BrBr (bromine), 404. Product: BrC1=C2C=CC=CC2=C(C=2C3=C(SC21)C=CC=C3)C=3C=C(C=CC3)O (3-(6-Bromo-benzo[b]naphtho[2,3-d]thiophen-11-yl)-phenol). As a reaction SMILES: [Br:1][C:2]1[C:14]2[S:13][C:12]3[CH:15]=[CH:16][CH:17]=[CH:18][C:11]=3[C:10]=2[C:9]([C:19]2[CH:20]=[C:21]([O:25]C(=O)C)[CH:22]=[CH:23][CH:24]=2)=[C:8]2[C:3]=1[CH:4]=[CH:5][CH:6]=[CH:7]2.BrBr>>[Br:1][C:2]1[C:14]2[S:13][C:12]3[CH:15]=[CH:16][CH:17]=[CH:18][C:11]=3[C:10]=2[C:9]([C:19]2[CH:20]=[C:21]([OH:25])[CH:22]=[CH:23][CH:24]=2)=[C:8]2[C:3]=1[CH:4]=[CH:5][CH:6]=[CH:7]2. Reported procedure: Prepared from acetic acid 3-(6-bromo-benzo[b]naphtho[2,3-d]thiophen-11-yl)-phenyl ester (Example 38) according to the procedure for Example 41. White solid: mp 110-111° C.: NMR (CDCl3); δ 8.35 (dd, J=8, 1 Hz, 1H), 7.81 (d, J=8, Hz, 1H), 7.67-7.63 (m, 2H), 7.53 (dd, J=8, 7 Hz, 1H), 7.44 (ddd, J=8, 7, 1 Hz, 1H), 7.39 (ddd, J=8, 7, 1 Hz, 1H), 7.13-7.09 (m, 2H), 7.00 (dd, J=8, 1 Hz, 1H), 6.88 (dd, J=1, 1 Hz, 1H), 6.78 (dd, J=8, 1 Hz, 1H), 4.99 (s, 1H, OH); MS (EI): [M+], 1 bromine isotope pattern, 4... The reactants are BrC1=CNC=2N=CN=C(C21)N (5-bromo-7H-pyrrolo[2,3-d]pyrimidin-4-amine), CC1(OB(OC1(C)C)C=1C=C2CCN(C2=CC1)C(CC1=CC(=CC=C1)C(F)(F)F)=O)C (5-(4,4,5,5-tetramethyl-1,3,2-dioxaborolan-2-yl)-1-{[3-(trifluoromethyl)phenyl]acetyl}-2,3-dihydro-1H-indole), [O-]P(=O)([O-])[O-].[K+].[K+].[K+] (K3PO4), F[B-](F)(F)F.C(C)(C)(C)[PH+](C(C)(C)C)C(C)(C)C (tri-(t-butyl)phosphonium tetrafluoroborate). The reagents and catalysts are C=1C=CC(=CC1)/C=C/C(=O)/C=C/C2=CC=CC=C2.C=1C=CC(=CC1)/C=C/C(=O)/C=C/C2=CC=CC=C2.C=1C=CC(=CC1)/C=C/C(=O)/C=C/C2=CC=CC=C2.[Pd].[Pd] (Pd2(dba)3). Solvent: O1CCOCC1 (dioxane), O (water). Run at temperature 100 celsius, time 4 hour. Yields the product FC(C=1C=C(C=CC1)CC(=O)N1CCC2=CC(=CC=C12)C1=CN=C2NC=NC(=C21)N)(F)F (5-(1-{[3-(trifluoromethyl)phenyl]acetyl}-2,3-dihydro-1H-indol-5-yl)-1H-pyrrolo[2,3-d]pyrimidin-4-amine). As a reaction SMILES: Br[C:2]1[C:10]2[C:9]([NH2:11])=[N:8][CH:7]=[N:6][C:5]=2[NH:4][CH:3]=1.CC1(C)C(C)(C)OB([C:20]2[CH:21]=[C:22]3[C:26](=[CH:27][CH:28]=2)[N:25]([C:29](=[O:41])[CH2:30][C:31]2[CH:36]=[CH:35][CH:34]=[C:33]([C:37]([F:40])([F:39])[F:38])[CH:32]=2)[CH2:24][CH2:23]3)O1.[O-]P([O-])([O-])=O.[K+].[K+].[K+].F[B-](F)(F)F.C([PH+](C(C)(C)C)C(C)(C)C)(C)(C)C>O1CCOCC1.O.C1C=CC(/C=C/C(/C=C/C2C=CC=CC=2)=O)=CC=1.C1C=CC(/C=C/C(/C=C/C2C=CC=CC=2)=O)=CC=1.C1C=CC(/C=C/C(/C=C/C2C=CC=CC=2)=O)=CC=1.[Pd].[Pd]>[F:40][C:37]([F:38])([F:39])[C:33]1[CH:32]=[C:31]([CH2:30][C:29]([N:25]2[C:26]3[C:22](=[CH:21][C:20]([C:2]4[C:10]5[C:5]([NH:6][CH:7]=[N:8][C:9]=5[NH2:11])=[N:4][CH:3]=4)=[CH:28][CH:27]=3)[CH2:23][CH2:24]2)=[O:41])[CH:36]=[CH:35][CH:34]=1 |f:2.3.4.5,6.7,10.11.12.13.14|. Procedure: A mixture of 5-bromo-7H-pyrrolo[2,3-d]pyrimidin-4-amine (101 mg, 0.474 mmol), 5-(4,4,5,5-tetramethyl-1,3,2-dioxaborolan-2-yl)-1-{[3-(trifluoromethyl)phenyl]acetyl}-2,3-dihydro-1H-indole (204 mg, 0.474 mmol), Pd2(dba)3 (8.68 mg, 0.00948 mmol) and K3PO4 (218 mg, 0.948 mmol) in 6 mL of dioxane and 2 mL of water in a microwave tube was degassed and backflushed with nitrogen 3×, followed by addition of tri-(t-butyl)phosphonium tetrafluoroborate (5.50 mg, 0.019 mmol). The mixture was degassed and back...